From a dataset of the Open Reaction Database (ORD), a public repository of structured organic reaction records. describe an organic reaction: reactants, conditions, products, and yield Starting materials: BrC1=CC=C2C(=C(C=NC2=C1)N)NCCCCCl (7-bromo-N4-(4-chlorobutyl)quinoline-3,4-diamine), C(C)OCC(=O)Cl (ethoxyacetyl chloride). Reaction conditions: time 1 hour. Product: Cl.BrC1=CC=C2C(=C(C=NC2=C1)NC(COCC)=O)NCCCCCl (N-[7-bromo-4-(4-chlorobutylamino)quinolin-3-yl]-2-ethoxyacetamide hydrochloride). Reaction SMILES: [Br:1][C:2]1[CH:11]=[C:10]2[C:5]([C:6]([NH:13][CH2:14][CH2:15][CH2:16][CH2:17][Cl:18])=[C:7]([NH2:12])[CH:8]=[N:9]2)=[CH:4][CH:3]=1.[CH2:19]([O:21][CH2:22][C:23](Cl)=[O:24])[CH3:20]>>[ClH:18].[Br:1][C:2]1[CH:11]=[C:10]2[C:5]([C:6]([NH:13][CH2:14][CH2:15][CH2:16][CH2:17][Cl:18])=[C:7]([NH:12][C:23](=[O:24])[CH2:22][O:21][CH2:19][CH3:20])[CH:8]=[N:9]2)=[CH:4][CH:3]=1 |f:2.3|. Reported procedure: A modification of the method described in Part C of Examples 125–135 was used to treat 7-bromo-N4-(4-chlorobutyl)quinoline-3,4-diamine (7.25 g, 22.1 mmol) with ethoxyacetyl chloride (2.76 mL, 24.3 mmol). After the reaction was stirred for one hour, it was concentrated under reduced pressure to provide N-[7-bromo-4-(4-chlorobutylamino)quinolin-3-yl]-2-ethoxyacetamide hydrochloride as a yellow solid. Reactants: CC1CCC(=C(C)C)C(C1)O (pulegol). Reagents/catalysts: [Pd].[C] (Pd carbon). The solvent is C(C)(=O)OCC (ethyl acetate). Reaction conditions: temperature 60 celsius, time 5 hour. The product is C[C@@H]1CC[C@@H]([C@@H](C1)O)C(C)C (neoisomenthol). Isolated yield 90.0%. RXN SMILES: [CH3:1][CH:2]1[CH2:10][CH:9]([OH:11])[C:5](=[C:6]([CH3:8])[CH3:7])[CH2:4][CH2:3]1>[Pd].[C].C(OCC)(=O)C>[CH3:1][C@H:2]1[CH2:10][C@@H:9]([OH:11])[C@@H:5]([CH:6]([CH3:8])[CH3:7])[CH2:4][CH2:3]1 |f:1.2|. Procedure: A 100 ml capacity autoclave was charged with 1.0 g (6.5 mmol) of pulegol, 5% Pd-carbon (20 mg) and ethyl acetate (5 ml), and the mixture was stirred at 60° C. for 5 hours under a hydrogen pressure of 2 Mpa. After completion of the reaction, the reaction solution was cooled to room temperature and concentrated. A 0.99 g portion of a mixture of menthol:neoisomenthol=91:9 was obtained. The yield was 90%. Starting materials: COc1ccccc1COCCCOc1ccc(C2CCN(C(=O)OCc3ccccc3)CC2OCc2ccc3c(C)c[nH]c3c2Br)cc1, CCCC[N+](CCCC)(CCCC)CCCC, CN(C)C=O, COCCCCl, [H-], [I-], [Na+], [Na+], O=C([O-])O. The product is COCCCn1cc(C)c2ccc(COC3CN(C(=O)OCc4ccccc4)CCC3c3ccc(OCCCOCc4ccccc4OC)cc3)c(Br)c21. Reaction SMILES: [Br:1][c:2]1[c:3]([CH2:12][O:13][CH:14]2[CH2:15][N:16]([C:40](=[O:41])[O:42][CH2:43][c:44]3[cH:45][cH:46][cH:47][cH:48][cH:49]3)[CH2:17][CH2:18][CH:19]2[c:20]2[cH:21][cH:22][c:23]([O:26][CH2:27][CH2:28][CH2:29][O:30][CH2:31][c:32]3[c:33]([O:38][CH3:39])[cH:34][cH:35][cH:36][cH:37]3)[cH:24][cH:25]2)[cH:4][cH:5][c:6]2[c:7]([CH3:11])[cH:8][nH:9][c:10]12.[CH2:69]([N+:70]([CH2:71][CH2:72][CH2:73][CH3:74])([CH2:75][CH2:76][CH2:77][CH3:78])[CH2:79][CH2:80][CH2:81][CH3:82])[CH2:83][CH2:84][CH3:85].[CH3:63][N:64]([CH3:65])[CH:66]=[O:67].[Cl:52][CH2:53][CH2:54][CH2:55][O:56][CH3:57].[H-:50].[I-:68].[Na+:51].[Na+:58].[OH:59][C:60](=[O:61])[O-:62]>>[Br:1][c:2]1[c:3]([CH2:12][O:13][CH:14]2[CH2:15][N:16]([C:40](=[O:41])[O:42][CH2:43][c:44]3[cH:45][cH:46][cH:47][cH:48][cH:49]3)[CH2:17][CH2:18][CH:19]2[c:20]2[cH:21][cH:22][c:23]([O:26][CH2:27][CH2:28][CH2:29][O:30][CH2:31][c:32]3[c:33]([O:38][CH3:39])[cH:34][cH:35][cH:36][cH:37]3)[cH:24][cH:25]2)[cH:4][cH:5][c:6]2[c:7]([CH3:11])[cH:8][n:9]([CH2:53][CH2:54][CH2:55][O:56][CH3:57])[c:10]12. Reactants: Cl.C(C)OC(CC(CCCN)C1=CC=C(C=C1)Br)=O (6-amino-3-(4-bromo-phenyl)-hexanoic acid ethyl ester hydrochloride), C([O-])([O-])=O.[K+].[K+] (potassium carbonate). Run in C(C)O (ethanol). Yields the product BrC1=CC=C(C=C1)C1C(NCCC1)=O (3-(4-Bromo-phenyl)-piperidin-2-one). The yield is 86.0%. As a reaction SMILES: Cl.C(OC(=O)[CH2:6][CH:7]([C:12]1[CH:17]=[CH:16][C:15]([Br:18])=[CH:14][CH:13]=1)[CH2:8][CH2:9][CH2:10][NH2:11])C.C(=O)([O-])[O-:21].[K+].[K+]>C(O)C>[Br:18][C:15]1[CH:16]=[CH:17][C:12]([CH:7]2[CH2:8][CH2:9][CH2:10][NH:11][C:6]2=[O:21])=[CH:13][CH:14]=1 |f:0.1,2.3.4|. Procedure details: A solution of 6-amino-3-(4-bromo-phenyl)-hexanoic acid ethyl ester hydrochloride, potassium carbonate (1039 mg, 7.52 mmol) in ethanol (50 ml) was refluxed for 20 hr. Solvent was removed in vacuo after addition of dilute hydrochloric acid and water was added to the residue. Filtration, wash with water and dryness afforded 3-(4-Bromo-phenyl)-piperidin-2-one (1387 mg, 86%, 2 steps). Reactants: O=C(O)c1c(F)c(F)c(F)c(F)c1F, C[N+](=O)[O-], N. Yields the product Nc1c(F)c(F)c(C(=O)O)c(F)c1F. Reaction SMILES: [F:1][c:2]1[c:3]([C:4](=[O:5])[OH:6])[c:7]([F:14])[c:8]([F:13])[c:9]([F:12])[c:10]1[F:11].[N+:16]([CH3:17])([O-:18])=[O:19].[NH3:15]>>[F:1][c:2]1[c:3]([C:4](=[O:5])[OH:6])[c:7]([F:14])[c:8]([F:13])[c:9]([NH2:15])[c:10]1[F:11]. The reactants are C=CCCNC(C)(C)CN, CCOC(C)=O, O=C(Cl)c1ccc(Cl)c(Cl)c1, c1ccccc1. The product is C=CCCNC(C)(C)CNC(=O)c1ccc(Cl)c(Cl)c1. As a reaction SMILES: [CH2:1]([CH:2]=[CH2:3])[CH2:4][NH:5][C:6]([CH2:7][NH2:8])([CH3:9])[CH3:10].[CH3:28][CH2:29][O:30][C:31](=[O:32])[CH3:33].[Cl:11][c:12]1[cH:13][c:14]([C:15](=[O:16])[Cl:17])[cH:18][cH:19][c:20]1[Cl:21].[cH:22]1[cH:23][cH:24][cH:25][cH:26][cH:27]1>>[CH2:1]([CH:2]=[CH2:3])[CH2:4][NH:5][C:6]([CH2:7][NH:8][C:15]([c:14]1[cH:13][c:12]([Cl:11])[c:20]([Cl:21])[cH:19][cH:18]1)=[O:16])([CH3:9])[CH3:10]. Reaction SMILES: [CH2:27]1[O:28][CH2:29][CH2:30][CH2:31]1.[CH3:3][O:4][C:5](=[O:6])[c:7]1[cH:8][c:9]2[c:10]([n:11][c:12](-[c:14]3[cH:15][c:16]([N+:20](=[O:21])[O-:22])[cH:17][cH:18][cH:19]3)[o:13]2)[cH:23][cH:24]1.[ClH:25].[Li+:1].[OH-:2].[OH2:26]>>[O:4]=[C:5]([OH:6])[c:7]1[cH:8][c:9]2[c:10]([n:11][c:12](-[c:14]3[cH:15][c:16]([N+:20](=[O:21])[O-:22])[cH:17][cH:18][cH:19]3)[o:13]2)[cH:23][cH:24]1. Product: O=C(O)c1ccc2nc(-c3cccc([N+](=O)[O-])c3)oc2c1. Starting materials: C1CCOC1, COC(=O)c1ccc2nc(-c3cccc([N+](=O)[O-])c3)oc2c1, Cl, [Li+], [OH-], O.